Dataset: the Open Reaction Database (ORD), a public repository of structured organic reaction records. Task: describe an organic reaction: reactants, conditions, products, and yield Reactants: O.NN (Hydrazine hydrate), ClC1=CN=C(C=C1C#N)C1=C(C(=CC=C1)F)F (5-chloro-2-(2,3-difluorophenyl)isonicotinonitrile). Run in N1=CC=CC=C1 (pyridine). The product is FC1=C(C=CC=C1F)C=1C=C2C(=CN1)NN=C2N (5-(2,3-Difluorophenyl)-1H-pyrazolo[3,4-c]pyridin-3-ylamine). RXN SMILES: O.[NH2:2][NH2:3].Cl[C:5]1[C:10]([C:11]#[N:12])=[CH:9][C:8]([C:13]2[CH:18]=[CH:17][CH:16]=[C:15]([F:19])[C:14]=2[F:20])=[N:7][CH:6]=1>N1C=CC=CC=1>[F:20][C:14]1[C:15]([F:19])=[CH:16][CH:17]=[CH:18][C:13]=1[C:8]1[CH:9]=[C:10]2[C:11]([NH2:12])=[N:3][NH:2][C:5]2=[CH:6][N:7]=1 |f:0.1|. Reported procedure: Hydrazine hydrate (0.52 ml, 10.7 mmol) was added to a stirred solution of 5-chloro-2-(2,3-difluorophenyl)isonicotinonitrile (1.22 g, 4.9 mmol) in pyridine (12.5 mL). The reaction mixture was stirred at reflux for 2 hours, allowed to cool and concentrated. Purification by column chromatography using a gradient of 5–10% methanol in dichloromethane as eluent afforded the title compound as a solid.